From a dataset of the Open Reaction Database (ORD), a public repository of structured organic reaction records. describe an organic reaction: reactants, conditions, products, and yield Starting materials: [Br-], CN(C)S(=O)(=O)Cl, CCCC[N+](CCCC)(CCCC)CCCC, ClCCl, CCn1ccc2c(O)cc(Cc3cnc(N)nc3N)cc21, [Na+], [OH-]. The product is CCn1ccc2c(OS(=O)(=O)N(C)C)cc(Cc3cnc(N)nc3N)cc21. As a reaction SMILES: [Br-:31].[CH3:24][N:25]([S:26](=[O:27])(=[O:28])[Cl:29])[CH3:30].[CH3:32][CH2:33][CH2:34][CH2:35][N+:36]([CH2:37][CH2:38][CH2:39][CH3:40])([CH2:41][CH2:42][CH2:43][CH3:44])[CH2:45][CH2:46][CH2:47][CH3:48].[Cl:49][CH2:50][Cl:51].[NH2:3][c:4]1[n:5][cH:6][c:7]([CH2:11][c:12]2[cH:13][c:14]([OH:23])[c:15]3[cH:16][cH:17][n:18]([CH2:21][CH3:22])[c:19]3[cH:20]2)[c:8]([NH2:10])[n:9]1.[Na+:2].[OH-:1]>>[NH2:3][c:4]1[n:5][cH:6][c:7]([CH2:11][c:12]2[cH:13][c:14]([O:23][S:26]([N:25]([CH3:24])[CH3:30])(=[O:27])=[O:28])[c:15]3[cH:16][cH:17][n:18]([CH2:21][CH3:22])[c:19]3[cH:20]2)[c:8]([NH2:10])[n:9]1. Starting materials: C(C)OC(=O)C=1C=C(C=CC1)C=1C(=CC=CC1)C1=C(C=CC(=C1)Cl)OCCC(C)C (5-Chloro-2-(3-methyl-butoxy)-[1,1′;2′,1″]terphenyl-3″-carboxylic acid ethyl ester), [OH-].[Na+] (NaOH), Cl (HCl). Run in O (water), C(C)O (ethanol). Yields the product ClC=1C=CC(=C(C1)C=1C(=CC=CC1)C1=CC(=CC=C1)C(=O)O)OCCC(C)C (5-Chloro-2-(3-methyl-butoxy)-[1,1′;2′,1″]terphenyl-3″-carboxylic acid). Yield: 97.9%. Reaction SMILES: C([O:3][C:4]([C:6]1[CH:7]=[C:8]([C:12]2[C:13]([C:18]3[CH:23]=[C:22]([Cl:24])[CH:21]=[CH:20][C:19]=3[O:25][CH2:26][CH2:27][CH:28]([CH3:30])[CH3:29])=[CH:14][CH:15]=[CH:16][CH:17]=2)[CH:9]=[CH:10][CH:11]=1)=[O:5])C.[OH-].[Na+].Cl>C(O)C.O>[Cl:24][C:22]1[CH:21]=[CH:20][C:19]([O:25][CH2:26][CH2:27][CH:28]([CH3:30])[CH3:29])=[C:18]([C:13]2[C:12]([C:8]3[CH:9]=[CH:10][CH:11]=[C:6]([C:4]([OH:5])=[O:3])[CH:7]=3)=[CH:17][CH:16]=[CH:15][CH:14]=2)[CH:23]=1 |f:1.2|. Procedure details: 5-Chloro-2-(3-methyl-butoxy)-[1,1′;2′,1″]terphenyl-3″-carboxylic acid ethyl ester (45 mg, 0.106 mmol) and NaOH (excess) were heated at 60° C. in ethanol (3 ml) for 2 hrs. The mixture was then cooled to room temperature, diluted with water, acidified with HCl (1M solution) and extracted with ethyl acetate. The combined extracts were dried (MgSO4) and evaporated to yield the title compound (41 mg, 98%) as a white solid. Reactants: CCOC(=O)C(CC1(OC)C=C2OCOC2=CC1)C(=O)O, C1CCNCC1, COCOc1cc(OC)ccc1-n1cncc1C=O, CC(=O)O, c1ccccc1. Yields the product COc1ccc2c(c1)OCO2. Reaction SMILES: [CH2:20]1[O:21][C:22]2=[CH:29][C:26]([O:27][CH3:28])([CH2:30][CH:31]([C:32]([OH:33])=[O:34])[C:35]([O:36][CH2:37][CH3:38])=[O:39])[CH2:25][CH:24]=[C:23]2[O:40]1.[CH2:41]1[CH2:42][CH2:43][NH:44][CH2:45][CH2:46]1.[CH3:1][O:2][CH2:3][O:4][c:5]1[c:6](-[n:13]2[c:14]([CH:15]=[O:16])[cH:17][n:18][cH:19]2)[cH:7][cH:8][c:9]([O:11][CH3:12])[cH:10]1.[CH3:47][C:48](=[O:49])[OH:50].[cH:51]1[cH:52][cH:53][cH:54][cH:55][cH:56]1>>[O:2]1[CH2:3][O:4][c:5]2[c:6]1[cH:7][cH:8][c:9]([O:11][CH3:12])[cH:10]2.